From a dataset of the Open Reaction Database (ORD), a public repository of structured organic reaction records. describe an organic reaction: reactants, conditions, products, and yield Reactants: C1(CCCCC1)N(C(NC=1SC(=CN1)C(=O)O)=O)C1CCCCC1 (2-(3,3-dicyclohexyl-ureido)-thiazole-5-carboxylic acid), N1CCCC1 (pyrrolidine). Yields the product C1(CCCCC1)N(C(=O)NC=1SC(=CN1)C(=O)N1CCCC1)C1CCCCC1 (1,1-Dicyclohexyl-3-[5-(pyrrolidine-1-carbonyl)-thiazol-2-yl]-urea). Reaction SMILES: [CH:1]1([N:7]([CH:19]2[CH2:24][CH2:23][CH2:22][CH2:21][CH2:20]2)[C:8](=[O:18])[NH:9][C:10]2[S:11][C:12]([C:15](O)=[O:16])=[CH:13][N:14]=2)[CH2:6][CH2:5][CH2:4][CH2:3][CH2:2]1.[NH:25]1[CH2:29][CH2:28][CH2:27][CH2:26]1>>[CH:19]1([N:7]([CH:1]2[CH2:6][CH2:5][CH2:4][CH2:3][CH2:2]2)[C:8]([NH:9][C:10]2[S:11][C:12]([C:15]([N:25]3[CH2:29][CH2:28][CH2:27][CH2:26]3)=[O:16])=[CH:13][N:14]=2)=[O:18])[CH2:20][CH2:21][CH2:22][CH2:23][CH2:24]1. Reported procedure: Prepared as described in general procedure (K) using 2-(3,3-dicyclohexyl-ureido)-thiazole-5-carboxylic acid and pyrrolidine. Reactants: C(C)N(P(N(CC)CC)N(CC)CC)CC (hexaethylphosphorous triamide), Cl[Si](CC)(CC)CC (chlorotriethylsilane), C(=O)=O (dry ice), BrC(F)(F)F (bromotrifluoromethane). Solvent: ClCCl (dichloromethane), CC(=O)C (acetone). Reaction conditions: temperature -78 celsius, time 2 hour. The product is C(C)[Si](C(F)(F)F)(CC)CC (triethyltrifluoromethylsilane). Isolated yield 69.0%. As a reaction SMILES: Cl[Si:2]([CH2:7][CH3:8])([CH2:5][CH3:6])[CH2:3][CH3:4].C(=O)=O.Br[C:13]([F:16])([F:15])[F:14].C(N(CC)P(N(CC)CC)N(CC)CC)C>CC(C)=O.ClCCl>[CH2:3]([Si:2]([CH2:7][CH3:8])([CH2:5][CH3:6])[C:13]([F:16])([F:15])[F:14])[CH3:4]. Reported procedure: A flask equipped with a dry ice condenser was flame dried under a nitrogen stream, and charged with 25 g (0.17 mol) of chlorotriethylsilane and 40 mL of dichloromethane. After cooling the resulting solution to -78° C. and charging the condenser with dry ice and acetone, 40 mL (0.43 mol) of bromotrifluoromethane (Freon 13B1) that had been condensed into a graduated tube was warmed to room temperature and allowed to distill into the flask. The cold solution was treated dropwise with 66mL (0.24 mol... Reactants: C(C)OC(CC1=CC(=CC=C1)OC1=C(C=C(C=C1)Br)CBr)=O ([3-(4-Bromo-2-bromomethyl-phenoxy)-phenyl]-acetic acid ethyl ester), C[C@@H]1NC(O[C@@H]1C1=CC=CC=C1)=O ((4S,5R)-(−)-4-methyl-5-phenyl-2-oxazolidinone). Product: C(C)OC(CC1=CC(=CC=C1)OC1=C(C=C(C=C1)Br)CN1C(O[C@@H]([C@@H]1C)C1=CC=CC=C1)=O)=O ({3-[4-Bromo-2-((4S,5R)-4-methyl-2-oxo-5-phenyl-oxazolidin-3-ylmethyl)-phenoxy]-phenyl}-acetic acid ethyl ester). Reaction SMILES: [CH2:1]([O:3][C:4](=[O:22])[CH2:5][C:6]1[CH:11]=[CH:10][CH:9]=[C:8]([O:12][C:13]2[CH:18]=[CH:17][C:16]([Br:19])=[CH:15][C:14]=2[CH2:20]Br)[CH:7]=1)[CH3:2].[CH3:23][C@H:24]1[C@@H:28]([C:29]2[CH:34]=[CH:33][CH:32]=[CH:31][CH:30]=2)[O:27][C:26](=[O:35])[NH:25]1>>[CH2:1]([O:3][C:4](=[O:22])[CH2:5][C:6]1[CH:11]=[CH:10][CH:9]=[C:8]([O:12][C:13]2[CH:18]=[CH:17][C:16]([Br:19])=[CH:15][C:14]=2[CH2:20][N:25]2[C@@H:24]([CH3:23])[C@@H:28]([C:29]3[CH:34]=[CH:33][CH:32]=[CH:31][CH:30]=3)[O:27][C:26]2=[O:35])[CH:7]=1)[CH3:2]. Procedure: Prepared according to the procedure described in Example 6, Step 5, using the following starting materials: [3-(4-Bromo-2-bromomethyl-phenoxy)-phenyl]-acetic acid ethyl ester and (4S,5R)-(−)-4-methyl-5-phenyl-2-oxazolidinone. Starting materials: C, CO, CN(C)CC1CCN(C(=O)Nc2cc(Oc3ccc(N)c(Cl)c3)ccn2)CC1, [Pd]. Yields the product CN(C)CC1CCN(C(=O)Nc2cc(Oc3ccc(N)cc3)ccn2)CC1. RXN SMILES: [C:31].[CH3:29][OH:30].[NH2:1][c:2]1[c:3]([Cl:28])[cH:4][c:5]([O:6][c:7]2[cH:8][c:9]([NH:13][C:14](=[O:15])[N:16]3[CH2:17][CH2:18][CH:19]([CH2:22][N:23]([CH3:24])[CH3:25])[CH2:20][CH2:21]3)[n:10][cH:11][cH:12]2)[cH:26][cH:27]1.[Pd:32]>>[NH2:1][c:2]1[cH:3][cH:4][c:5]([O:6][c:7]2[cH:8][c:9]([NH:13][C:14](=[O:15])[N:16]3[CH2:17][CH2:18][CH:19]([CH2:22][N:23]([CH3:24])[CH3:25])[CH2:20][CH2:21]3)[n:10][cH:11][cH:12]2)[cH:26][cH:27]1.